Dataset: the Open Reaction Database (ORD), a public repository of structured organic reaction records. Task: describe an organic reaction: reactants, conditions, products, and yield The reactants are CCOC(=O)c1c(CO)c2cc(F)ccc2n1Cc1cccc2ccccc12, CCN=C=O, CN(C)c1ccncc1, ClCCl. Product: CCNC(=O)OCc1c(C(=O)OCC)n(Cc2cccc3ccccc23)c2ccc(F)cc12. RXN SMILES: [CH2:1]([CH3:2])[O:3][C:4](=[O:5])[c:6]1[n:7]([CH2:18][c:19]2[cH:20][cH:21][cH:22][c:23]3[cH:24][cH:25][cH:26][cH:27][c:28]23)[c:8]2[cH:9][cH:10][c:11]([F:17])[cH:12][c:13]2[c:14]1[CH2:15][OH:16].[CH2:29]([CH3:30])[N:31]=[C:32]=[O:33].[CH3:37][N:38]([CH3:39])[c:40]1[cH:41][cH:42][n:43][cH:44][cH:45]1.[Cl:34][CH2:35][Cl:36]>>[CH2:1]([CH3:2])[O:3][C:4](=[O:5])[c:6]1[n:7]([CH2:18][c:19]2[cH:20][cH:21][cH:22][c:23]3[cH:24][cH:25][cH:26][cH:27][c:28]23)[c:8]2[cH:9][cH:10][c:11]([F:17])[cH:12][c:13]2[c:14]1[CH2:15][O:16][C:32]([NH:31][CH2:29][CH3:30])=[O:33]. Starting materials: ClC1=C(C=CC(=C1)Cl)C1=C(C(=NO1)O)C(C)C (5-(2,4-Dichlorophenyl)-3-hydroxy-4-isopropylisoxazole), C(C)(C)(C)OC(=O)NCCO (2-(N-tert-butoxycarbonylamino)ethanol). Yields the product C(C)(C)(C)OC(=O)NCCOC1=NOC(=C1C(C)C)C1=C(C=C(C=C1)Cl)Cl (3-(2-(N-tert-Butoxycarbonylamino)ethoxy)-5-(2,4-dichlorophenyl)-4-isopropylisoxazole). Yield: 85.2%. As a reaction SMILES: [Cl:1][C:2]1[CH:7]=[C:6]([Cl:8])[CH:5]=[CH:4][C:3]=1[C:9]1[O:13][N:12]=[C:11]([OH:14])[C:10]=1[CH:15]([CH3:17])[CH3:16].[C:18]([O:22][C:23]([NH:25][CH2:26][CH2:27]O)=[O:24])([CH3:21])([CH3:20])[CH3:19]>>[C:18]([O:22][C:23]([NH:25][CH2:26][CH2:27][O:14][C:11]1[C:10]([CH:15]([CH3:17])[CH3:16])=[C:9]([C:3]2[CH:4]=[CH:5][C:6]([Cl:8])=[CH:7][C:2]=2[Cl:1])[O:13][N:12]=1)=[O:24])([CH3:21])([CH3:20])[CH3:19]. Reported procedure: 5-(2,4-Dichlorophenyl)-3-hydroxy-4-isopropylisoxazole (0.06 g) and 2-(N-tert-butoxycarbonylamino)ethanol (0.04 g) were subjected to reaction and post-treatment in a similar manner to that described in Example 9(a) to obtain the title compound (0.078 g, 86%) as a colorless oil. Starting materials: CC1CNCCN1, CC1CN(c2nn(C)c(=O)n(C)c2=O)CCN1. The product is Cn1nc(N2CCNCC2)c(=O)n(C)c1=O. Reaction SMILES: [CH3:18][CH:19]1[CH2:20][NH:21][CH2:22][CH2:23][NH:24]1.[CH3:1][n:2]1[n:3][c:4]([N:11]2[CH2:12][CH:13]([CH3:17])[NH:14][CH2:15][CH2:16]2)[c:5](=[O:10])[n:6]([CH3:9])[c:7]1=[O:8]>>[CH3:1][n:2]1[n:3][c:4]([N:11]2[CH2:12][CH2:13][NH:14][CH2:15][CH2:16]2)[c:5](=[O:10])[n:6]([CH3:9])[c:7]1=[O:8]. Starting materials: N1CCCC1 (pyrrolidine), CC(C)([O-])C.[Na+] (sodium t-butoxide), BrC=1C(=C(C(=CC1)C)N)C (3-bromo-2,6-dimethylphenylamine). Solvent: C1(=CC=CC=C1)C (toluene). Conditions: time 2 minute. The product is CC1=C(C(=CC=C1N1CCCC1)C)N (2,6-dimethyl-3-pyrrolidin-1-ylphenylamine). RXN SMILES: Br[C:2]1[C:3]([CH3:10])=[C:4]([NH2:9])[C:5]([CH3:8])=[CH:6][CH:7]=1.[NH:11]1[CH2:15][CH2:14][CH2:13][CH2:12]1.CC(C)([O-])C.[Na+]>C1(C)C=CC=CC=1>[CH3:10][C:3]1[C:2]([N:11]2[CH2:15][CH2:14][CH2:13][CH2:12]2)=[CH:7][CH:6]=[C:5]([CH3:8])[C:4]=1[NH2:9] |f:2.3|. Procedure: To a solution of 3-bromo-2,6-dimethylphenylamine(0.27 g, 1.35 mmol) dissolved in toluene (5.4 mL) and pyrrolidine (0.56 mL, 6.8 mmol) was added sodium t-butoxide (0.39 g, 4.0 mmol). The suspension was deoxygenated for approximately 10 minutes by passing a stream of nitrogen through the solvent. Solid tris(dibenzilideneacetone)dipalladium(0) (10 mg) and rac-2,2′Bis(diphenylphosphino)-1,1′binaphthyl (25 mg) were combined and added in one portion. Nitrogen bubbling continued for an additional 2 min... The reactants are NC=1N(C(C2(N1)CC(OC1=CC=C(C=C12)Br)C1=CC=CC=C1)=O)C (2′-amino-6-bromo-1′-methyl-2-phenylspiro[chroman-4,4′-imidazol]-5′(1′H)-one), FC(C=1C=C(C=CC1)B(O)O)(F)F (3-(trifluoromethyl)phenylboronic acid). Reagents/catalysts: Cl[Pd]([P](C1=CC=CC=C1)(C2=CC=CC=C2)C3=CC=CC=C3)([P](C4=CC=CC=C4)(C5=CC=CC=C5)C6=CC=CC=C6)Cl (Pd(PPh3)2Cl2). Run in O1CCOCC1 (1,4-dioxane), C(=O)([O-])[O-].[Cs+].[Cs+] (Cs2CO3). Conditions: temperature 120 celsius. The product is NC=1N(C(C2(N1)CC(OC1=CC=C(C=C12)C1=CC(=CC=C1)C(F)(F)F)C1=CC=CC=C1)=O)C (2′-amino-1′-methyl-2-phenyl-6-(3-(trifluoromethyl)phenyl)spiro[chroman-4,4′-imidazol]-5′(1′H)-one). Isolated yield 18.4%. Reaction SMILES: [NH2:1][C:2]1[N:3]([CH3:24])[C:4](=[O:23])[C:5]2([C:15]3[C:10](=[CH:11][CH:12]=[C:13](Br)[CH:14]=3)[O:9][CH:8]([C:17]3[CH:22]=[CH:21][CH:20]=[CH:19][CH:18]=3)[CH2:7]2)[N:6]=1.[F:25][C:26]([F:37])([F:36])[C:27]1[CH:28]=[C:29](B(O)O)[CH:30]=[CH:31][CH:32]=1>O1CCOCC1.C([O-])([O-])=O.[Cs+].[Cs+].Cl[Pd](Cl)([P](C1C=CC=CC=1)(C1C=CC=CC=1)C1C=CC=CC=1)[P](C1C=CC=CC=1)(C1C=CC=CC=1)C1C=CC=CC=1>[NH2:1][C:2]1[N:3]([CH3:24])[C:4](=[O:23])[C:5]2([C:15]3[C:10](=[CH:11][CH:12]=[C:13]([C:31]4[CH:30]=[CH:29][CH:28]=[C:27]([C:26]([F:37])([F:36])[F:25])[CH:32]=4)[CH:14]=3)[O:9][CH:8]([C:17]3[CH:22]=[CH:21][CH:20]=[CH:19][CH:18]=3)[CH2:7]2)[N:6]=1 |f:3.4.5,^1:52,71|. Reported procedure: Pd(PPh3)2Cl2 (10 mg) in a 10 mL CEM test tube under Ar was treated sequentially with 2′-amino-6-bromo-1′-methyl-2-phenylspiro[chroman-4,4′-imidazol]-5′(1′H)-one (20 mg, 0.052 mmol) in 1,4-dioxane (1 mL), Cs2CO3 (2 N, 0.3 mL) and 3-(trifluoromethyl)phenylboronic acid (19.7 mg, 0.1 mmol). The mixture was heated under microwave at 120° C. for 30 minutes. The reaction mixture was concentrated in vacuo to give the residue, which was purified by preparative TLC and preparative HPLC to give pure 2′-ami... The reactants are ClC=1C=C(C(N(N1)C)=O)NC1=NC=C(C=C1)C(=O)N1CCOCC1 (6-Chloro-2-methyl-4-[5-(morpholine-4-carbonyl)-pyridin-2-ylamino]-2H-pyridazin-3-one), C(C)(C)(C)C1=CC=C2C(N(C=NC2=C1)C1=C(C(=CC=C1)B1OC(C(O1)(C)C)(C)C)C)=O (7-tert-Butyl-3-[2-methyl-3-(4,4,5,5-tetramethyl-[1,3,2]dioxaborolan-2-yl)-phenyl]-3H-quinazolin-4-one), C([O-])([O-])=O.[Na+].[Na+] (sodium carbonate). The reagents and catalysts are C=1C=CC(=CC1)[P](C=2C=CC=CC2)(C=3C=CC=CC3)[Pd]([P](C=4C=CC=CC4)(C=5C=CC=CC5)C=6C=CC=CC6)([P](C=7C=CC=CC7)(C=8C=CC=CC8)C=9C=CC=CC9)[P](C=1C=CC=CC1)(C=1C=CC=CC1)C=1C=CC=CC1 (tetrakis(triphenylphosphine)palladium(0)). Solvent: COCCOC (1,2-dimethoxyethane), O (water). Yields the product C(C)(C)(C)C1=CC=C2C(N(C=NC2=C1)C1=C(C(=CC=C1)C1=NN(C(C(=C1)NC1=NC=C(C=C1)C(=O)N1CCOCC1)=O)C)C)=O (7-tert-Butyl-3-(2-methyl-3-{1-methyl-5-[5-(morpholine-4-carbonyl)-pyridin-2-ylamino]-6-oxo-1,6-dihydro-pyridazin-3-yl}-phenyl)-3H-quinazolin-4-one). The yield is 27.5%. Reaction SMILES: Cl[C:2]1[CH:3]=[C:4]([NH:10][C:11]2[CH:16]=[CH:15][C:14]([C:17]([N:19]3[CH2:24][CH2:23][O:22][CH2:21][CH2:20]3)=[O:18])=[CH:13][N:12]=2)[C:5](=[O:9])[N:6]([CH3:8])[N:7]=1.[C:25]([C:29]1[CH:38]=[C:37]2[C:32]([C:33](=[O:55])[N:34]([C:39]3[CH:44]=[CH:43][CH:42]=[C:41](B4OC(C)(C)C(C)(C)O4)[C:40]=3[CH3:54])[CH:35]=[N:36]2)=[CH:31][CH:30]=1)([CH3:28])([CH3:27])[CH3:26].C(=O)([O-])[O-].[Na+].[Na+]>COCCOC.O.C1C=CC([P]([Pd]([P](C2C=CC=CC=2)(C2C=CC=CC=2)C2C=CC=CC=2)([P](C2C=CC=CC=2)(C2C=CC=CC=2)C2C=CC=CC=2)[P](C2C=CC=CC=2)(C2C=CC=CC=2)C2C=CC=CC=2)(C2C=CC=CC=2)C2C=CC=CC=2)=CC=1>[C:25]([C:29]1[CH:38]=[C:37]2[C:32]([C:33](=[O:55])[N:34]([C:39]3[CH:44]=[CH:43][CH:42]=[C:41]([C:2]4[CH:3]=[C:4]([NH:10][C:11]5[CH:16]=[CH:15][C:14]([C:17]([N:19]6[CH2:24][CH2:23][O:22][CH2:21][CH2:20]6)=[O:18])=[CH:13][N:12]=5)[C:5](=[O:9])[N:6]([CH3:8])[N:7]=4)[C:40]=3[CH3:54])[CH:35]=[N:36]2)=[CH:31][CH:30]=1)([CH3:28])([CH3:27])[CH3:26] |f:2.3.4,^1:72,74,93,112|. Procedure details: A solution of 6-Chloro-2-methyl-4-[5-(morpholine-4-carbonyl)-pyridin-2-ylamino]-2H-pyridazin-3-one (56 mg, 0.16 mmol), 7-tert-Butyl-3-[2-methyl-3-(4,4,5,5-tetramethyl-[1,3,2]dioxaborolan-2-yl)-phenyl]-3H-quinazolin-4-one (68 mg, 0.16 mmol), tetrakis(triphenylphosphine)palladium(0) (19 mg, 0.016 mmol), and sodium carbonate (52 mg, 0.49 mmol) in 2 mL 1,2-dimethoxyethane and 1 mL water was heated on the microwave synthesizer at 170° C. for 12.5 minutes. The resulting mixture was partitioned between...